From a dataset of the Open Reaction Database (ORD), a public repository of structured organic reaction records. describe an organic reaction: reactants, conditions, products, and yield Starting materials: CCCCCCCc1ccc(C(=O)Cl)cc1, COC(=O)c1ccc(N)cc1, c1ccncc1. Yields the product CCCCCCCc1ccc(C(=O)Nc2ccc(C(=O)OC)cc2)cc1. Reaction SMILES: [CH2:12]([CH2:13][CH2:14][CH2:15][CH2:16][CH2:17][CH3:18])[c:19]1[cH:20][cH:21][c:22]([C:23](=[O:24])[Cl:25])[cH:26][cH:27]1.[NH2:1][c:2]1[cH:3][cH:4][c:5]([C:6](=[O:7])[O:8][CH3:9])[cH:10][cH:11]1.[cH:28]1[cH:29][cH:30][n:31][cH:32][cH:33]1>>[NH:1]([c:2]1[cH:3][cH:4][c:5]([C:6](=[O:7])[O:8][CH3:9])[cH:10][cH:11]1)[C:23]([c:22]1[cH:21][cH:20][c:19]([CH2:12][CH2:13][CH2:14][CH2:15][CH2:16][CH2:17][CH3:18])[cH:27][cH:26]1)=[O:24]. The reactants are BrCCBr (1,2-dibromoethane), IC1CCN(CC1)C(=O)OC(C)(C)C (tert-Butyl 4-iodo-1-piperidinecarboxylate), C(C1=CC=CC=C1)N1C=CC=2C(=NC=CC21)Br (1-benzyl-4-bromo-1H-pyrrolo[3,2-c]pyridine), O1CCCC1.CNC (tetrahydrofuran dimethylamine), O1C(=CC=C1)P(C=1OC=CC1)C=1OC=CC1 (P(2-furyl)3). Yields the product C(C1=CC=CC=C1)N1C=CC=2C(=NC=CC21)C2CCN(CC2)C(=O)OC(C)(C)C (tert-Butyl 4-(1-benzyl-1H-pyrrolo[3,2-c]pyridin-4-yl)-1-piperidinecarboxylate). The solvent is O1CCCC1 (tetrahydrofuran), O1CCCC1 (tetrahydrofuran), O1CCCC1 (tetrahydrofuran), 1/1. Conditions: temperature 65 celsius, time 30 minute. Reaction SMILES: BrCCBr.I[CH:6]1[CH2:11][CH2:10][N:9]([C:12]([O:14][C:15]([CH3:18])([CH3:17])[CH3:16])=[O:13])[CH2:8][CH2:7]1.O1C=CC=C1P(C1OC=CC=1)C1OC=CC=1.[CH2:35]([N:42]1[C:50]2[CH:49]=[CH:48][N:47]=[C:46](Br)[C:45]=2[CH:44]=[CH:43]1)[C:36]1[CH:41]=[CH:40][CH:39]=[CH:38][CH:37]=1.O1CCCC1.CNC>O1CCCC1.[Zn].C1C=CC(/C=C/C(/C=C/C2C=CC=CC=2)=O)=CC=1.C1C=CC(/C=C/C(/C=C/C2C=CC=CC=2)=O)=CC=1.C1C=CC(/C=C/C(/C=C/C2C=CC=CC=2)=O)=CC=1.[Pd].[Pd]>[CH2:35]([N:42]1[C:50]2[CH:49]=[CH:48][N:47]=[C:46]([CH:6]3[CH2:11][CH2:10][N:9]([C:12]([O:14][C:15]([CH3:18])([CH3:17])[CH3:16])=[O:13])[CH2:8][CH2:7]3)[C:45]=2[CH:44]=[CH:43]1)[C:36]1[CH:37]=[CH:38][CH:39]=[CH:40][CH:41]=1 |f:4.5,8.9.10.11.12|. Procedure details: 0.16 ml of 1,2-dibromoethane is added at ambient temperature, under argon, to a suspension of 1.35 g of powdered zinc in 10 ml of tetrahydrofuran. The mixture is heated for 5 minutes at 65° C., then brought to ambient temperature, and 0.23 ml of trimethylsilyl is then added. After stirring the mixture for 30 minutes, a solution of 4.5 g of the compound obtained in Step 2 in 8 ml of tetrahydrofuran is slowly added, and then after 45 minutes a solution, prepared ex situ 10 minutes beforehand, of 0... The reagents and catalysts are [Zn] (zinc), C=1C=CC(=CC1)/C=C/C(=O)/C=C/C2=CC=CC=C2.C=1C=CC(=CC1)/C=C/C(=O)/C=C/C2=CC=CC=C2.C=1C=CC(=CC1)/C=C/C(=O)/C=C/C2=CC=CC=C2.[Pd].[Pd] (Pd2(dba)3). Yields the product CON(C(C1=C(C=C(C=C1)F)[N+](=O)[O-])=O)C (N-methoxy-N-methyl-4-fluoro-2-nitro-benzamide). Reaction SMILES: [F:1][C:2]1[CH:10]=[CH:9][C:5]([C:6](O)=[O:7])=[C:4]([N+:11]([O-:13])=[O:12])[CH:3]=1.Cl.[CH3:15][NH:16][O:17][CH3:18].CN1CCOCC1.Cl.C(N=C=NCCCN(C)C)C>ClCCl>[CH3:18][O:17][N:16]([CH3:15])[C:6](=[O:7])[C:5]1[CH:9]=[CH:10][C:2]([F:1])=[CH:3][C:4]=1[N+:11]([O-:13])=[O:12] |f:1.2,4.5|. Isolated yield 93.3%. Reported procedure: To a solution of 4-fluoro-2-nitrobenzoic acid (1 g, 5.4 mmol), N,O-dimethylhydroxylamine hydrochloride (0.58 g, 5.95 mmol) and N-methylmorpholine (0.65 mL, 5.91 mmol) in dichloromethane (20 mL) was added 1-ethyl-3-(3-dimethylaminopropyl)carbodiimide hydrochloride (1.14 g, 5.95 mmol). The mixture was stirred for 80 minutes at room temperature. The mixture was concentrated under reduced pressure and then diluted with EtOAc and water. The organic layer was washed with 3 N HCl, saturated aqueous NaH... The reactants are FC1=CC(=C(C(=O)O)C=C1)[N+](=O)[O-] (4-fluoro-2-nitrobenzoic acid), Cl.CNOC (N,O-dimethylhydroxylamine hydrochloride), CN1CCOCC1 (N-methylmorpholine), Cl.C(C)N=C=NCCCN(C)C (1-ethyl-3-(3-dimethylaminopropyl)carbodiimide hydrochloride). Reaction conditions: time 80 minute. Solvent: ClCCl (dichloromethane). Reactants: N1[C@@H](CCC1)CN1CCCC1 ((S)-(+)-1-(2-pyrrolidinylmethyl)pyrrolidine), [Na+].C(C)(=O)C=1C=CC(=NC1)C1=CC=C(C(=O)[O-])C=C1 (4-(5-acetyl-pyridin-2-yl)-benzoic acid sodium salt), CN1CCOCC1 (n-methyl morpholine), ClC1=NC(=NC(=N1)OC)OC (2-chloro-4,6-dimethoxy-1,3,5-triazine). Run in ClCCl (dichloromethane). Conditions: time 45 minute. Product: N1(CCCC1)C[C@H]1N(CCC1)C(=O)C1=CC=C(C=C1)C1=CC=C(C=N1)C(C)=O (1-{6-[4-(2-(S)-Pyrrolidin-1-ylmethyl-pyrrolidine-1-carbonyl)-phenyl]-pyridin-3-yl}-ethanone). Reaction SMILES: [Na+].[C:2]([C:5]1[CH:6]=[CH:7][C:8]([C:11]2[CH:19]=[CH:18][C:14]([C:15]([O-:17])=O)=[CH:13][CH:12]=2)=[N:9][CH:10]=1)(=[O:4])[CH3:3].CN1CCOCC1.ClC1N=C(OC)N=C(OC)N=1.[NH:38]1[CH2:42][CH2:41][CH2:40][C@H:39]1[CH2:43][N:44]1[CH2:48][CH2:47][CH2:46][CH2:45]1>ClCCl>[N:44]1([CH2:43][C@@H:39]2[CH2:40][CH2:41][CH2:42][N:38]2[C:15]([C:14]2[CH:13]=[CH:12][C:11]([C:8]3[N:9]=[CH:10][C:5]([C:2](=[O:4])[CH3:3])=[CH:6][CH:7]=3)=[CH:19][CH:18]=2)=[O:17])[CH2:48][CH2:47][CH2:46][CH2:45]1 |f:0.1|. Reported procedure: Procedure W′: To a stirring solution of 4-(5-acetyl-pyridin-2-yl)-benzoic acid sodium salt (1.0 mmol) and n-methyl morpholine (1.0 mmol) in dichloromethane (0.10M) in a 0° C. ice bath, add 2-chloro-4,6-dimethoxy-1,3,5-triazine (1.0 mmol). Remove the ice bath and stir for 45 minutes. After this time, add (S)-(+)-1-(2-pyrrolidinylmethyl)pyrrolidine (1.0 mmol) and stir at room temperature for three hours. After this time, wash the reaction with saturated aqueous sodium bicarbonate while extracting ... The reactants are COC(=O)CCCCCNc1ncnc2oc(Br)c(-c3ccc(OC)cc3)c12, Cc1ccccc1, CCO, OB(O)c1c(F)cccc1F, [Na+], [Na+], O=C([O-])[O-]. Product: COC(=O)CCCCCNc1ncnc2oc(-c3c(F)cccc3F)c(-c3ccc(OC)cc3)c12. RXN SMILES: [CH3:1][O:2][C:3]([CH2:4][CH2:5][CH2:6][CH2:7][CH2:8][NH:9][c:10]1[c:11]2[c:12]([n:13][cH:14][n:15]1)[o:16][c:17]([Br:27])[c:18]2-[c:19]1[cH:20][cH:21][c:22]([O:25][CH3:26])[cH:23][cH:24]1)=[O:28].[CH3:46][c:47]1[cH:48][cH:49][cH:50][cH:51][cH:52]1.[CH3:53][CH2:54][OH:55].[F:29][c:30]1[c:31]([B:37]([OH:38])[OH:39])[c:32]([F:36])[cH:33][cH:34][cH:35]1.[Na+:40].[Na+:41].[O-:42][C:43](=[O:44])[O-:45]>>[CH3:1][O:2][C:3]([CH2:4][CH2:5][CH2:6][CH2:7][CH2:8][NH:9][c:10]1[c:11]2[c:12]([n:13][cH:14][n:15]1)[o:16][c:17](-[c:31]1[c:30]([F:29])[cH:35][cH:34][cH:33][c:32]1[F:36])[c:18]2-[c:19]1[cH:20][cH:21][c:22]([O:25][CH3:26])[cH:23][cH:24]1)=[O:28].